describe an organic reaction: reactants, conditions, products, and yield From a dataset of the Open Reaction Database (ORD), a public repository of structured organic reaction records. Reactants: C1(CCCCC1)C(=O)O (cyclohexanecarboxylic acid), BrBr (bromine), red phosphorus. Yields the product BrC1(CCCCC1)C(=O)O (1-Bromo-1-cyclohexanecarboxylic acid). Reaction SMILES: [CH:1]1([C:7]([OH:9])=[O:8])[CH2:6][CH2:5][CH2:4][CH2:3][CH2:2]1.[Br:10]Br>>[Br:10][C:1]1([C:7]([OH:9])=[O:8])[CH2:6][CH2:5][CH2:4][CH2:3][CH2:2]1. Procedure details: 35 g (0.275 mol) cyclohexanecarboxylic acid and 28.4 ml (0.548 mol) bromine with the addition of 3 g red phosphorus. The reactants are CCCCCN1C(=O)C(=O)c2ccc(OC)cc21, NNC(=O)CN1CCOCC1. Product: CCCCCN1C(=O)C(=NNC(=O)CN2CCOCC2)c2ccc(OC)cc21. RXN SMILES: [CH2:1]([CH2:2][CH2:3][CH2:4][CH3:5])[N:6]1[C:7](=[O:8])[C:9](=[O:10])[c:11]2[cH:12][cH:13][c:14]([O:17][CH3:18])[cH:15][c:16]21.[O:19]1[CH2:20][CH2:21][N:22]([CH2:25][C:26](=[O:27])[NH:28][NH2:29])[CH2:23][CH2:24]1>>[CH2:1]([CH2:2][CH2:3][CH2:4][CH3:5])[N:6]1[C:7](=[O:8])[C:9](=[N:29][NH:28][C:26]([CH2:25][N:22]2[CH2:21][CH2:20][O:19][CH2:24][CH2:23]2)=[O:27])[c:11]2[cH:12][cH:13][c:14]([O:17][CH3:18])[cH:15][c:16]21. Starting materials: C(C)C(=O)C (methyl ethyl ketone), C(=C)(Cl)Cl (Vinylidene chloride), C(C=C)(=O)OC (methyl acrylate). Yields the product C(C=C)(=O)O (acrylic acid), ClCC(=O)OCC=C (allyl monochloroacetate). Reaction SMILES: [C:1]([Cl:4])(Cl)=[CH2:2].[C:5]([O:9]C)(=[O:8])[CH:6]=[CH2:7].[CH2:11]([C:13](C)=[O:14])[CH3:12]>>[C:5]([OH:9])(=[O:8])[CH:6]=[CH2:7].[Cl:4][CH2:1][C:2]([O:14][CH2:13][CH:11]=[CH2:12])=[O:8]. Reported procedure: Vinylidene chloride (60.5g) was mixed together with 28.8. of methyl acrylate. 10.6 g of acrylic acid and 11.1 g of allyl monochloroacetate in 100 ml of methyl ethyl ketone to give a 50% by volume solution, the temperature of the methyl ethyl ketone being 40° C. Then as copolymerisation initiator 1.0 g of 2, 2'- azobisisobutyronitrile was added to the monomer solution. The solution was maintained at 40° C until the copolymerisation was complete, which took 6 days.